The task is: describe an organic reaction: reactants, conditions, products, and yield. This data is from the Open Reaction Database (ORD), a public repository of structured organic reaction records. Reactants: CCOCC, C[Mg+], [Cl-], [Cl-], COc1ccc(F)cc1C(C)(C)CC(O)(C=O)C(F)(F)F, [NH4+], C1CCOC1. Product: COc1ccc(F)cc1C(C)(C)CC(O)(C(C)O)C(F)(F)F. Reaction SMILES: [CH3:32][CH2:33][O:34][CH2:35][CH3:36].[CH3:7][Mg+:8].[Cl-:30].[Cl-:6].[F:9][c:10]1[cH:11][cH:12][c:13]([O:28][CH3:29])[c:14]([C:16]([CH2:17][C:18]([CH:19]=[O:20])([C:21]([F:22])([F:23])[F:24])[OH:25])([CH3:26])[CH3:27])[cH:15]1.[NH4+:31].[O:1]1[CH2:2][CH2:5][CH2:4][CH2:3]1>>[CH3:2][CH:19]([C:18]([CH2:17][C:16]([c:14]1[c:13]([O:28][CH3:29])[cH:12][cH:11][c:10]([F:9])[cH:15]1)([CH3:26])[CH3:27])([C:21]([F:22])([F:23])[F:24])[OH:25])[OH:20]. Reactants: C1(=CC=CC=C1)P(C1=CC=CC=C1)C1=CC=CC=C1 (triphenylphosphine), ClC1=NN2C(C=CC=C2)=C1I (2-chloro-3-iodopyrazolo-[1,5-a]pyridine), C1(=CC=CC=C1)B(O)O (phenyl boronic acid), C([O-])([O-])=O.[Cs+].[Cs+] (cesium carbonate). The reagents and catalysts are C(C)(=O)[O-].[Pd+2].C(C)(=O)[O-] (palladium acetate). Run in O1CCCC1 (tetrahydrofuran). Conditions: temperature 100 celsius. Yields the product ClC1=NN2C(C=CC=C2)=C1C1=CC=CC=C1 (2-chloro-3-phenylpyrazolo[1,5-a]pyridine). As a reaction SMILES: [Cl:1][C:2]1[C:10](I)=[C:5]2[CH:6]=[CH:7][CH:8]=[CH:9][N:4]2[N:3]=1.[C:12]1(B(O)O)[CH:17]=[CH:16][CH:15]=[CH:14][CH:13]=1.C(=O)([O-])[O-].[Cs+].[Cs+].C1(P(C2C=CC=CC=2)C2C=CC=CC=2)C=CC=CC=1>O1CCCC1.C([O-])(=O)C.[Pd+2].C([O-])(=O)C>[Cl:1][C:2]1[C:10]([C:12]2[CH:17]=[CH:16][CH:15]=[CH:14][CH:13]=2)=[C:5]2[CH:6]=[CH:7][CH:8]=[CH:9][N:4]2[N:3]=1 |f:2.3.4,7.8.9|. Reported procedure: A mixture 2-chloro-3-iodopyrazolo[1,5-a]pyridine (27-3; 0.8 g, 2.87 mmol), phenyl boronic acid (0.42 g, 3.44 mmol), and cesium carbonate (2.8 g, 8.61 mmol), in tetrahydrofuran (15.0 mL) was degassed for 10 min. Next, triphenylphosphine (0.15 g, 0.574 mmol) and palladium acetate (0.064 g, 0.287 mmol) were added and heated in a sealed tube at 100° C. for 18 h. The reaction mixture was then cooled to room temperature, filtered and concentrated under reduced pressure. Purification of the resulting r... Run in C(Cl)Cl (methylene chloride). The product is C(C1=CC=CC=C1)(C1=CC=CC=C1)NC(CCC(C)(O)C)C (5-benzhydrylamino-2-methylhexan-2-ol). Reaction SMILES: [OH:1][C:2]([CH3:9])([CH3:8])[CH2:3][CH2:4][C:5](=O)[CH3:6].[CH:10]([NH2:23])([C:17]1[CH:22]=[CH:21][CH:20]=[CH:19][CH:18]=1)[C:11]1[CH:16]=[CH:15][CH:14]=[CH:13][CH:12]=1.C(O[BH-](OC(=O)C)OC(=O)C)(=O)C.[Na+]>C(Cl)Cl>[CH:10]([NH:23][CH:5]([CH3:6])[CH2:4][CH2:3][C:2]([CH3:9])([OH:1])[CH3:8])([C:17]1[CH:18]=[CH:19][CH:20]=[CH:21][CH:22]=1)[C:11]1[CH:16]=[CH:15][CH:14]=[CH:13][CH:12]=1 |f:2.3|. The reactants are C(C1=CC=CC=C1)(C1=CC=CC=C1)N (benzhydrylamine), OC(CCC(C)=O)(C)C (5-hydroxy-5-methylhexan-2-one), C(C)(=O)O[BH-](OC(C)=O)OC(C)=O.[Na+] (sodium triacetoxy borohydride). Procedure: The obtained 5-hydroxy-5-methylhexan-2-one (14.23 g) was dissolved in methylene chloride (520 ml). Thereafter, benzhydrylamine (21.00 g) was added to the solution, and the obtained mixture was stirred at a room temperature overnight. Thereafter, sodium triacetoxy borohydride (46.30 g) was added to the reaction solution, and the obtained mixture was stirred at a room temperature for 4 hours. Thereafter, distilled water (173 ml) was added to the reaction solution, and the obtained solution was the... Isolated yield 70.1%. Run at time 8 hour. Starting materials: COC(=O)C1=CC=CC2=CC(=CC=C12)CC1=NC=NC(=C1)NC(C)=O (6-(6-acetylaminopyrimidin-4-ylmethyl)-naphthalene-1-carboxylic acid methyl ester), [Cl-].[NH4+] (ammonium chloride), C[Al](C)C (trimethylaluminium), CN1CCN(CC1)CC1=C(C=C(C=C1)N)C(F)(F)F (4-(4-methyl-piperazin-1-ylmethyl)-3-trifluoromethyl-phenylamine). The solvent is C1CCOC1 (THF), CCOC(=O)C (EtOAc), C1(=CC=CC=C1)C (toluene). Reaction conditions: temperature 90 celsius, time 1 hour. The product is CN1CCN(CC1)CC1=C(C=C(C=C1)NC(=O)C1=CC=CC2=CC(=CC=C12)CC1=NC=NC(=C1)NC(C)=O)C(F)(F)F (6-(6-Acetylamino-pyrimidin-4-ylmethyl)-naphthalene-1-carboxylic acid [4-(4-methyl-piperazin-1-ylmethyl)-3-trifluoromethyl-phenyl]-amide). As a reaction SMILES: C[Al](C)C.[CH3:5][N:6]1[CH2:11][CH2:10][N:9]([CH2:12][C:13]2[CH:18]=[CH:17][C:16]([NH2:19])=[CH:15][C:14]=2[C:20]([F:23])([F:22])[F:21])[CH2:8][CH2:7]1.C[O:25][C:26]([C:28]1[C:37]2[C:32](=[CH:33][C:34]([CH2:38][C:39]3[CH:44]=[C:43]([NH:45][C:46](=[O:48])[CH3:47])[N:42]=[CH:41][N:40]=3)=[CH:35][CH:36]=2)[CH:31]=[CH:30][CH:29]=1)=O.[Cl-].[NH4+]>C1(C)C=CC=CC=1.C1COCC1.CCOC(C)=O>[CH3:5][N:6]1[CH2:11][CH2:10][N:9]([CH2:12][C:13]2[CH:18]=[CH:17][C:16]([NH:19][C:26]([C:28]3[C:37]4[C:32](=[CH:33][C:34]([CH2:38][C:39]5[CH:44]=[C:43]([NH:45][C:46](=[O:48])[CH3:47])[N:42]=[CH:41][N:40]=5)=[CH:35][CH:36]=4)[CH:31]=[CH:30][CH:29]=3)=[O:25])=[CH:15][C:14]=2[C:20]([F:23])([F:21])[F:22])[CH2:8][CH2:7]1 |f:3.4|. Reported procedure: A solution of 2 ml trimethylaluminium (2 M in toluene, 4 mMol) is added to a stirred solution of 355 mg (1.3 mMol) 4-(4-methyl-piperazin-1-ylmethyl)-3-trifluoromethyl-phenylamine in 20 ml toluene at 10° C. under an argon atmosphere. After 1 h at r t, a solution of 436 mg (1.3 mMol) 6-(6-acetylaminopyrimidin-4-ylmethyl)-naphthalene-1-carboxylic acid methyl ester (Step 9.2) in 5 ml THF is added and the reaction mixture is heated at 90° C. for 45 min. After cooling to 5° C., a solution of sat. aque... Reactants: C1(CC1)COC1=C(C=CC(=C1)OC)C1=C2C(=NC=C1)C(=C(N2COCC[Si](C)(C)C)C)C(=O)O (7-[2-(cyclopropylmethoxy)-4-methoxyphenyl]-2-methyl-1-{[2-(trimethylsilyl)ethoxy]methyl}-1H-pyrrolo[3,2-b]pyridine-3-carboxylic acid), NC1CCN(CC1)C(=O)OC(C)(C)C (tert-butyl 4-amino-piperidine-1-carboxylate). Product: C1(CC1)COC1=C(C=CC(=C1)OC)C1=C2C(=NC=C1)C(=C(N2COCC[Si](C)(C)C)C)C(=O)NC2CCN(CC2)C(=O)OC(C)(C)C (tert-Butyl 4-{[(7-[2-(cyclopropylmethoxy)-4-methoxyphenyl]-2-methyl-1-{[2-(trimethylsilyl)ethoxy]methyl}-1H-pyrrolo[3,2-b]pyridin-3-yl)carbonyl]amino}piperidine-1-carboxylate). As a reaction SMILES: [CH:1]1([CH2:4][O:5][C:6]2[CH:11]=[C:10]([O:12][CH3:13])[CH:9]=[CH:8][C:7]=2[C:14]2[CH:19]=[CH:18][N:17]=[C:16]3[C:20]([C:32](O)=[O:33])=[C:21]([CH3:31])[N:22]([CH2:23][O:24][CH2:25][CH2:26][Si:27]([CH3:30])([CH3:29])[CH3:28])[C:15]=23)[CH2:3][CH2:2]1.[NH2:35][CH:36]1[CH2:41][CH2:40][N:39]([C:42]([O:44][C:45]([CH3:48])([CH3:47])[CH3:46])=[O:43])[CH2:38][CH2:37]1>>[CH:1]1([CH2:4][O:5][C:6]2[CH:11]=[C:10]([O:12][CH3:13])[CH:9]=[CH:8][C:7]=2[C:14]2[CH:19]=[CH:18][N:17]=[C:16]3[C:20]([C:32]([NH:35][CH:36]4[CH2:37][CH2:38][N:39]([C:42]([O:44][C:45]([CH3:48])([CH3:47])[CH3:46])=[O:43])[CH2:40][CH2:41]4)=[O:33])=[C:21]([CH3:31])[N:22]([CH2:23][O:24][CH2:25][CH2:26][Si:27]([CH3:29])([CH3:28])[CH3:30])[C:15]=23)[CH2:3][CH2:2]1. Procedure: Starting from 7-[2-(cyclopropylmethoxy)-4-methoxyphenyl]-2-methyl-1-{[2-(trimethylsilyl)ethoxy]methyl}-1H-pyrrolo[3,2-b]pyridine-3-carboxylic acid (example D.c4) and commercially available tert-butyl 4-amino-piperidine-1-carboxylate the title compound is obtained as pale yellow viscous oil. Starting materials: CCC(NC(=O)N1CC(=O)NCC(F)(Cc2cc(Cl)ccc2OC)C1=O)c1cccc(C(=O)OCc2ccccc2)c1, C1CCOC1, O=[Pt]. The product is CCC(NC(=O)N1CC(=O)NCC(F)(Cc2cc(Cl)ccc2OC)C1=O)c1cccc(C(=O)O)c1. RXN SMILES: [Cl:1][c:2]1[cH:3][cH:4][c:5]([O:41][CH3:42])[c:6]([CH2:7][C:8]2([F:39])[CH2:9][NH:10][C:11](=[O:38])[CH2:12][N:13]([C:16](=[O:17])[NH:18][CH:19]([CH2:20][CH3:21])[c:22]3[cH:23][c:24]([C:25](=[O:26])[O:27][CH2:28][c:29]4[cH:30][cH:31][cH:32][cH:33][cH:34]4)[cH:35][cH:36][cH:37]3)[C:14]2=[O:15])[cH:40]1.[O:43]1[CH2:44][CH2:45][CH2:46][CH2:47]1.[Pt:48]=[O:49]>>[Cl:1][c:2]1[cH:3][cH:4][c:5]([O:41][CH3:42])[c:6]([CH2:7][C:8]2([F:39])[CH2:9][NH:10][C:11](=[O:38])[CH2:12][N:13]([C:16](=[O:17])[NH:18][CH:19]([CH2:20][CH3:21])[c:22]3[cH:23][c:24]([C:25](=[O:26])[OH:27])[cH:35][cH:36][cH:37]3)[C:14]2=[O:15])[cH:40]1. The reactants are O1C=NC=C1C1=NC=CC=C1 (2-(oxazol-5-yl)pyridine), C(CCCCCCCCC)(=O)Cl (Decanoyl chloride), [Li]CCCC (n-BuLi). The reagents and catalysts are [Cl-].[Cl-].[Zn+2] (ZnCl2). Run in C1CCOC1 (THF), CCOC(=O)C (EtOAc). Run at time 20 minute. Product: EtOAc-hexanes, N1=C(C=CC=C1)C1=CN=C(O1)C(CCCCCCCCC)=O (1-(5-(pyridin-2-yl)oxazol-2-yl)decan-1-one). Yield: 39.7%. RXN SMILES: [O:1]1[C:5]([C:6]2[CH:11]=[CH:10][CH:9]=[CH:8][N:7]=2)=[CH:4][N:3]=[CH:2]1.[Li]CCCC.[C:17](Cl)(=[O:27])[CH2:18][CH2:19][CH2:20][CH2:21][CH2:22][CH2:23][CH2:24][CH2:25][CH3:26]>C1COCC1.CCOC(C)=O.[Cl-].[Cl-].[Zn+2]>[N:7]1[CH:8]=[CH:9][CH:10]=[CH:11][C:6]=1[C:5]1[O:1][C:2]([C:17](=[O:27])[CH2:18][CH2:19][CH2:20][CH2:21][CH2:22][CH2:23][CH2:24][CH2:25][CH3:26])=[N:3][CH:4]=1 |f:5.6.7|. Procedure details: (187) A solution of 2-(oxazol-5-yl)pyridine (100 mg, 0.68 mmol) in anhydrous THF (5 mL) cooled to −75° C. under N2 was treated with n-BuLi (2.5 M in hexanes, 1.1 equiv, 0.75 mmol, 0.30 mL), and stirred for 20 min. ZnCl2 (0.5 M in THF, 2.0 equiv, 1.40 mmol, 2.8 mL) was added at −75° C., and stirred for 45 min at 0° C. Cul (1.0 equiv, 0.68 mmol, 130 mg) was added, and the solution was stirred for 10 min at 0° C. Decanoyl chloride (2 equiv, 1.4 mmol, 270 mg, 0.29 mL) was added and the solution was ... Starting materials: COc1ccc(Cn2nc(-c3ccc(F)cc3)c3c(Oc4ccc(-c5cnc(Nc6ccccc6)n(C)c5=O)cc4F)ccnc32)cc1, O=C(O)C(F)(F)F. Product: Cn1c(Nc2ccccc2)ncc(-c2ccc(Oc3ccnc4[nH]nc(-c5ccc(F)cc5)c34)c(F)c2)c1=O. Reaction SMILES: [F:1][c:2]1[cH:3][c:4](-[c:34]2[c:35](=[O:48])[n:36]([CH3:47])[c:37]([NH:40][c:41]3[cH:42][cH:43][cH:44][cH:45][cH:46]3)[n:38][cH:39]2)[cH:5][cH:6][c:7]1[O:8][c:9]1[c:10]2[c:11]([n:12][cH:13][cH:14]1)[n:15]([CH2:25][c:26]1[cH:27][cH:28][c:29]([O:30][CH3:31])[cH:32][cH:33]1)[n:16][c:17]2-[c:18]1[cH:19][cH:20][c:21]([F:24])[cH:22][cH:23]1.[F:49][C:50]([F:51])([F:52])[C:53]([OH:54])=[O:55]>>[F:1][c:2]1[cH:3][c:4](-[c:34]2[c:35](=[O:48])[n:36]([CH3:47])[c:37]([NH:40][c:41]3[cH:42][cH:43][cH:44][cH:45][cH:46]3)[n:38][cH:39]2)[cH:5][cH:6][c:7]1[O:8][c:9]1[c:10]2[c:11]([n:12][cH:13][cH:14]1)[nH:15][n:16][c:17]2-[c:18]1[cH:19][cH:20][c:21]([F:24])[cH:22][cH:23]1.